From a dataset of the Open Reaction Database (ORD), a public repository of structured organic reaction records. describe an organic reaction: reactants, conditions, products, and yield Reactants: CO, ClCCl, O=[N+]([O-])c1cc(S(=O)(=O)C(F)(F)F)ccc1Cl, Cl, [Na+], [OH-], O. Product: O=[N+]([O-])c1cc(S(=O)(=O)C(F)(F)F)ccc1O. RXN SMILES: [CH3:20][OH:21].[Cl:24][CH2:25][Cl:26].[Cl:3][c:4]1[c:5]([N+:17](=[O:18])[O-:19])[cH:6][c:7]([S:10](=[O:11])(=[O:12])[C:13]([F:14])([F:15])[F:16])[cH:8][cH:9]1.[ClH:22].[Na+:2].[OH-:1].[OH2:23]>>[OH:1][c:4]1[c:5]([N+:17](=[O:18])[O-:19])[cH:6][c:7]([S:10](=[O:11])(=[O:12])[C:13]([F:14])([F:15])[F:16])[cH:8][cH:9]1. Reactants: CC1CCN(C(=O)OCc2ccccc2)C(C)C(=O)N1, CO. Product: CC1CCNC(C)C(=O)N1. RXN SMILES: [CH3:1][CH:2]1[N:3]([C:11]([O:12][CH2:13][c:14]2[cH:15][cH:16][cH:17][cH:18][cH:19]2)=[O:20])[CH2:4][CH2:5][CH:6]([CH3:10])[NH:7][C:8]1=[O:9].[CH3:21][OH:22]>>[CH3:1][CH:2]1[NH:3][CH2:4][CH2:5][CH:6]([CH3:10])[NH:7][C:8]1=[O:9]. Reactants: C(C)OC(/C(/CCC=O)=C/C1=CC(=C(C=C1)N1C=NC(=C1)C)OC)=O ((E)-2-(3-methoxy-4-(4-methyl-1H-imidazol-1-yl)benzylidene)-5-oxo-valeric acid ethyl ester), FC=1C=C(CN)C=CC1 (3-fluorobenzylamine), C(C)(=O)O[BH-](OC(C)=O)OC(C)=O.[Na+] (sodium triacetoxy borohydride), O.C([O-])(O)=O.[Na+] (sodium bicarbonate water). Run in C(C)(=O)O (acetic acid), C(Cl)Cl (methylene chloride), C(C)(=O)OCC (ethyl acetate). Product: C(C)OC(/C(/CCCNCC1=CC(=CC=C1)F)=C/C1=CC(=C(C=C1)N1C=NC(=C1)C)OC)=O ((E)-5-(3-fluorobenzylamino)-2-[3-methoxy-4-(4-methyl-1H-imidazol-1-yl)benzylidene]valeric acid ethyl ester). RXN SMILES: [CH2:1]([O:3][C:4](=[O:25])/[C:5](=[CH:10]/[C:11]1[CH:16]=[CH:15][C:14]([N:17]2[CH:21]=[C:20]([CH3:22])[N:19]=[CH:18]2)=[C:13]([O:23][CH3:24])[CH:12]=1)/[CH2:6][CH2:7][CH:8]=O)[CH3:2].[F:26][C:27]1[CH:28]=[C:29]([CH:32]=[CH:33][CH:34]=1)[CH2:30][NH2:31].C(O[BH-](OC(=O)C)OC(=O)C)(=O)C.[Na+].O.C(=O)(O)[O-].[Na+]>C(OCC)(=O)C.C(O)(=O)C.C(Cl)Cl>[CH2:1]([O:3][C:4](=[O:25])/[C:5](=[CH:10]/[C:11]1[CH:16]=[CH:15][C:14]([N:17]2[CH:21]=[C:20]([CH3:22])[N:19]=[CH:18]2)=[C:13]([O:23][CH3:24])[CH:12]=1)/[CH2:6][CH2:7][CH2:8][NH:31][CH2:30][C:29]1[CH:32]=[CH:33][CH:34]=[C:27]([F:26])[CH:28]=1)[CH3:2] |f:2.3,4.5.6|. Procedure details: To a methylene chloride (2.0 mL) solution of (E)-2-(3-methoxy-4-(4-methyl-1H-imidazol-1-yl)benzylidene)-5-oxo-valeric acid ethyl ester (142 mg), 3-fluorobenzylamine (141 μL), acetic acid (1.0 mL) and sodium triacetoxy borohydride (105 mg) were added one by one. After agitating reaction solution at room temperature overnight, a saturated sodium bicarbonate water and ethyl acetate were added to the reaction solution, and the organic layer was partitioned. After the obtained organic layer was washe... The reactants are CC1=C(C=CC2=CC(=CC=C12)C=1OC2=C(C1C(CCCC)=O)C=CC=C2)OC(C(=O)OCC)CC2=CC=CC=C2 (ethyl 2-{[1-methyl-6-(3-pentanoyl-1-benzofuran-2-yl)-2-naphthyl]oxy}-3-phenylpropanoate), [OH-].[K+] (potassium hydroxide). The solvent is O (water), C1CCOC1 (THF). Yields the product CC1=C(C=CC2=CC(=CC=C12)C=1OC2=C(C1C(CCCC)=O)C=CC=C2)OC(C(=O)O)CC2=CC=CC=C2 (2-{[1-methyl-6-(3-pentanoyl-1-benzofuran-2-yl)-2-naphthyl]oxy}-3-phenylpropanoic acid). As a reaction SMILES: [CH3:1][C:2]1[C:11]2[C:6](=[CH:7][C:8]([C:12]3[O:13][C:14]4[CH:26]=[CH:25][CH:24]=[CH:23][C:15]=4[C:16]=3[C:17](=[O:22])[CH2:18][CH2:19][CH2:20][CH3:21])=[CH:9][CH:10]=2)[CH:5]=[CH:4][C:3]=1[O:27][CH:28]([CH2:34][C:35]1[CH:40]=[CH:39][CH:38]=[CH:37][CH:36]=1)[C:29]([O:31]CC)=[O:30].[OH-].[K+]>C1COCC1.O>[CH3:1][C:2]1[C:11]2[C:6](=[CH:7][C:8]([C:12]3[O:13][C:14]4[CH:26]=[CH:25][CH:24]=[CH:23][C:15]=4[C:16]=3[C:17](=[O:22])[CH2:18][CH2:19][CH2:20][CH3:21])=[CH:9][CH:10]=2)[CH:5]=[CH:4][C:3]=1[O:27][CH:28]([CH2:34][C:35]1[CH:40]=[CH:39][CH:38]=[CH:37][CH:36]=1)[C:29]([OH:31])=[O:30] |f:1.2|. Procedure details: Following the procedure described in Step 4 of Example 6, ethyl 2-{[1-methyl-6-(3-pentanoyl-1-benzofuran-2-yl)-2-naphthyl]oxy}-3-phenylpropanoate (0.495 g, 0.926 mmol) was hydrolyzed with potassium hydroxide (0.153 g, 2.73 mmol) in THF (7.5 mL) and water (7.5 mL) to afford 2-{[1-methyl-6-(3-pentanoyl-1-benzofuran-2-yl)-2-naphthyl]oxy}-3-phenylpropanoic acid. Conversion to the sodium salt by treating with 1N sodium hydroxide (0.72 mL, 0.72 mmol) in methanol (12 mL) furnished the title compound as... Starting materials: C1(=CC=CC=C1)C#C (phenylacetylene), ClC1=CC(=C(C=C1)O)I (4-chloro-2-iodophenol). The product is ClC1=CC2=C(OC(=C2)C2=CC=CC=C2)C=C1 (5-Chloro-2-phenyl-benzo[b]furan). As a reaction SMILES: [C:1]1([C:7]#[CH:8])[CH:6]=[CH:5][CH:4]=[CH:3][CH:2]=1.[Cl:9][C:10]1[CH:15]=[CH:14][C:13]([OH:16])=[C:12](I)[CH:11]=1>>[Cl:9][C:10]1[CH:15]=[CH:14][C:13]2[O:16][C:7]([C:1]3[CH:6]=[CH:5][CH:4]=[CH:3][CH:2]=3)=[CH:8][C:12]=2[CH:11]=1. Procedure details: The general procedure was used to convert phenylacetylene and 4-chloro-2-iodophenol to the title product. Purification by flash chromatography (10% CH2Cl2 in hexanes as the eluent) gave the analytically pure product as a white solid (411 mg, 90% yield). 1H NMR (300 MHz, CDCl3) δ 7.83 (d, J=6.97, 2H), 7.52 (d, J=2.26, 1H), 7.46-7.35 (m, 4H), 7.21 (dd, J=6.59, 1H), 6.93 (s, 1H). 13C NMR (75 MHz, CDCl3) δ 157.36, 153.22, 130.56, 129.93, 128.98, 128.84, 128.46, 125.03, 124.37, 120.40, 112.10, 100.78... Starting materials: F[C@@H]1[C@H](O)[C@@H](O)[C@H](O)[C@H](O1)C(=O)[O-].[Na+] (Sodium 1-deoxy-1-fluoro-α-D-glucuronate), C(C1=CC=CC=C1)Br (benzyl bromide). Run in CN(C)C=O (DMF). Run at temperature 60 celsius, time 24 hour. The product is F[C@@H]1[C@H](O)[C@@H](O)[C@H](O)[C@H](O1)C(=O)OCC1=CC=CC=C1 (Benzyl 1-Deoxy-1-fluoro-α-D-glucuronate). RXN SMILES: [F:1][C@H:2]1[O:10][C@H:9]([C:11]([O-:13])=[O:12])[C@@H:7]([OH:8])[C@H:5]([OH:6])[C@H:3]1[OH:4].[Na+].[CH2:15](Br)[C:16]1[CH:21]=[CH:20][CH:19]=[CH:18][CH:17]=1>CN(C=O)C>[F:1][C@H:2]1[O:10][C@H:9]([C:11]([O:13][CH2:15][C:16]2[CH:21]=[CH:20][CH:19]=[CH:18][CH:17]=2)=[O:12])[C@@H:7]([OH:8])[C@H:5]([OH:6])[C@H:3]1[OH:4] |f:0.1|. Reported procedure: Sodium 1-deoxy-1-fluoro-α-D-glucuronate (6.22 g, 28.51 mmol) was suspended in DMF (350 ml), and benzyl bromide (4.89 g, 28.59 mmol) was added. The reaction mixture was stirred at 60° C. for 24 h and then evaporated. The residue was dissolved in 3:1 chloroform/methanol, and magnesium sulfate (12 g) was added. The suspension was stirred for 2 h and then filtered, and the filtrate was evaporated. The residue was purified by column chromatography on silica gel (160 g) with 4:1 dichloromethane/aceton... The reagents and catalysts are CN(C)C=1C=CN=CC1 (DMAP). RXN SMILES: [CH:1]1([NH:10][CH2:11][C:12]([OH:14])=[O:13])[C:9]2[C:4](=[CH:5][CH:6]=[CH:7][CH:8]=2)[CH2:3][CH2:2]1.[NH2:15][C@H:16]([C:20]([O:22][CH2:23][CH:24]=[CH2:25])=[O:21])[CH:17]([CH3:19])[CH3:18].[NH:26]([C:39]([O:41][CH2:42][C:43]1[CH:48]=[CH:47][CH:46]=[CH:45][CH:44]=1)=[O:40])[C@H:27]([C:36]([OH:38])=[O:37])[CH2:28][C:29](=[O:35])[O:30][C:31]([CH3:34])([CH3:33])[CH3:32].CN1CCOCC1.C(Cl)CCl>C(Cl)Cl.CN(C1C=CN=CC=1)C>[NH:26]([C:39]([O:41][CH2:42][C:43]1[CH:48]=[CH:47][CH:46]=[CH:45][CH:44]=1)=[O:40])[C@H:27]([C:36]([OH:38])=[O:37])[CH2:28][C:29](=[O:35])[O:30][C:31]([CH3:34])([CH3:33])[CH3:32].[CH:1]1([NH:10][CH2:11][C:12]([OH:14])=[O:13])[C:9]2[C:4](=[CH:5][CH:6]=[CH:7][CH:8]=2)[CH2:3][CH2:2]1.[NH2:15][C@H:16]([C:20]([O:22][CH2:23][CH:24]=[CH2:25])=[O:21])[CH:17]([CH3:19])[CH3:18] |f:0.1,7.8.9|. Starting materials: C1(CCC2=CC=CC=C12)NCC(=O)O.N[C@@H](C(C)C)C(=O)OCC=C (Indanylglycine Val-OAllyl), CN1CCOCC1 (4-methylmorpholine), C(CCl)Cl (EDC), N([C@@H](CC(OC(C)(C)C)=O)C(=O)O)C(=O)OCC1=CC=CC=C1 (Z-L-Asp(OtBu)-OH). Run in C(Cl)Cl (CH2Cl2). Isolated yield 66.2%. Procedure details: Indanylglycine-Val-OAllyl (0.46 g, 1.3 mmol) and Z-L-Asp(OtBu)-OH (0.425 g, 1.3 mmol) were solvated in CH2Cl2 (4.5 mL) followed by addition of 4-methylmorpholine (1.45 mL, 1.01 eq), DMAP (14 mg, 0.09 eq) then EDC (0.251 g, 1.01 eq). The mixture was stirred for 1 hour 40 min. Then it was extracted using CH2Cl2/brine. The organic layer was dried over MgSO4, concentrates and purified by silica using a gradient of EtOAc/Hexane (10 to 80%) to get 0.578 g of the desired compound. Conditions: time 40 minute. Product: N([C@@H](CC(OC(C)(C)C)=O)C(=O)O)C(=O)OCC1=CC=CC=C1.C1(CCC2=CC=CC=C12)NCC(=O)O.N[C@@H](C(C)C)C(=O)OCC=C (Cbz-Asp(O-tBu) Indanylglycine Val-OAllyl).